Dataset: the Open Reaction Database (ORD), a public repository of structured organic reaction records. Task: describe an organic reaction: reactants, conditions, products, and yield The reactants are BrC(C)C1=CC(=C(S1)SC1=C(C=C(C=C1)Cl)Cl)[N+](=O)[O-] (5-(1-bromoethyl)-2-(2,4-dichlorophenyl)sulfanyl-3-nitro-thiophene), COC1=CC=C(CN)C=C1 (4-methoxybenzylamine), C([O-])([O-])=O.[K+].[K+] (potassium carbonate). Solvent: O (water). Reaction conditions: time 3 hour. Product: ClC1=C(C=CC(=C1)Cl)SC1=C(C=C(S1)C(C)NCC1=CC=C(C=C1)OC)[N+](=O)[O-] (1-[5-(2,4-dichlorophenyl)sulfanyl-4-nitro-2-thienyl]-N-[(4-methoxyphenyl)methyl]ethanamine). Isolated yield 11.2%. As a reaction SMILES: Br[CH:2]([C:4]1[S:8][C:7]([S:9][C:10]2[CH:15]=[CH:14][C:13]([Cl:16])=[CH:12][C:11]=2[Cl:17])=[C:6]([N+:18]([O-:20])=[O:19])[CH:5]=1)[CH3:3].[CH3:21][O:22][C:23]1[CH:30]=[CH:29][C:26]([CH2:27][NH2:28])=[CH:25][CH:24]=1.C(=O)([O-])[O-].[K+].[K+]>O>[Cl:17][C:11]1[CH:12]=[C:13]([Cl:16])[CH:14]=[CH:15][C:10]=1[S:9][C:7]1[S:8][C:4]([CH:2]([NH:28][CH2:27][C:26]2[CH:29]=[CH:30][C:23]([O:22][CH3:21])=[CH:24][CH:25]=2)[CH3:3])=[CH:5][C:6]=1[N+:18]([O-:20])=[O:19] |f:2.3.4|. Procedure: 5-(1-bromoethyl)-2-(2,4-dichlorophenyl)sulfanyl-3-nitro-thiophene (0.8 g, 1.9 mmol), 4-methoxybenzylamine (0.4 mL, 2.85 mmol) and potassium carbonate (0.524 g, 3.8 mmol) were mixed in N,N-dimethylformide (15 mL). The resulting reaction mixture was stirred at ambient temperature for 3 hours. After this time, water was added and the reaction mixture was extracted with ethyl acetate. The organic phase was combined and was washed with brine. The organic layer was separated, dried (Na2SO4), concentra... The reactants are 2.25-N solution, sodium tert.amylate, 2-N, Cl (hydrochloric acid), O=O (oxygen), CN1C(=NC=C1[N+](=O)[O-])C(C)C (1-methyl-2-isopropyl-5-nitroimidazole). Run in C1(=CC=CC=C1)C (toluene), C(C)OP(OCC)OCC (triethylphosphite), CN(C=O)C (dimethylformamide). Product: OC(C)(C)C=1N(C(=CN1)[N+](=O)[O-])C (2-(2-hydroxy-2-propyl)-1-methyl-5-nitroimidazole). Isolated yield 23.8%. Reaction SMILES: [CH3:1][N:2]1[C:6]([N+:7]([O-:9])=[O:8])=[CH:5][N:4]=[C:3]1[CH:10]([CH3:12])[CH3:11].[O:13]=O.Cl>C1(C)C=CC=CC=1.C(OP(OCC)OCC)C.CN(C)C=O>[OH:13][C:10]([C:3]1[N:2]([CH3:1])[C:6]([N+:7]([O-:9])=[O:8])=[CH:5][N:4]=1)([CH3:12])[CH3:11]. Reported procedure: A total of 45 ml of a 2.25-N solution of sodium tert.amylate in toluene and 11.2 ml of triethylphosphite were added to a solution, cooled to -15°, of 8.5 g of 1-methyl-2-isopropyl-5-nitroimidazole in 85 ml of dimethylformamide. A strong oxygen stream was conducted through this mixture for 6 hours at a temperature of -10° to -15° while stirring vigorously. The mixture was then neutralized by the addition of 45 ml of 2-N hydrochloric acid and concentrated on a rotary evaporator at 50°/12 Torr. The...